From a dataset of the Open Reaction Database (ORD), a public repository of structured organic reaction records. describe an organic reaction: reactants, conditions, products, and yield Reactants: COc1ccc(CNC(=O)CC2(Cn3c(C(=O)c4cc(C)cc(C#N)c4)c(C(C)C)c(=O)[nH]c3=O)CC2)cc1, CC#N, CC(=O)O, CCOC(C)=O, [NH4+], O=[N+]([O-])[O-], O. Product: Cc1cc(C#N)cc(C(=O)c2c(C(C)C)c(=O)[nH]c(=O)n2CC2(CC(N)=O)CC2)c1. As a reaction SMILES: [C:1](#[N:2])[c:3]1[cH:4][c:5]([C:6](=[O:7])[c:8]2[c:9]([CH:33]([CH3:34])[CH3:35])[c:10](=[O:32])[nH:11][c:12](=[O:31])[n:13]2[CH2:14][C:15]2([CH2:18][C:19](=[O:20])[NH:21][CH2:22][c:23]3[cH:24][cH:25][c:26]([O:27][CH3:28])[cH:29][cH:30]3)[CH2:16][CH2:17]2)[cH:36][c:37]([CH3:39])[cH:38]1.[CH3:46][C:47]#[N:48].[CH3:49][C:50](=[O:51])[OH:52].[CH3:53][CH2:54][O:55][C:56](=[O:57])[CH3:58].[NH4+:40].[O-:41][N+:42](=[O:43])[O-:44].[OH2:45]>>[C:1](#[N:2])[c:3]1[cH:4][c:5]([C:6](=[O:7])[c:8]2[c:9]([CH:33]([CH3:34])[CH3:35])[c:10](=[O:32])[nH:11][c:12](=[O:31])[n:13]2[CH2:14][C:15]2([CH2:18][C:19](=[O:20])[NH2:21])[CH2:16][CH2:17]2)[cH:36][c:37]([CH3:39])[cH:38]1. Starting materials: CN(C)CC1=CC(=NC=C1)CSCCN (2-(4-dimethylaminomethyl-2-pyridylmethylthio)ethylamine), [N+](=O)([O-])NC1=NC=C(C(N1)=O)CC=1C=NC(=C(C1)C)C (2-nitroamino-5-(5,6-dimethyl-3-pyridylmethyl)-4-pyrimidone). Solvent: N1=CC=CC=C1 (pyridine). Yields the product CN(C)CC1=CC(=NC=C1)CSCCNC1=NC=C(C(N1)=O)CC=1C=NC(=C(C1)C)C (2-[2-(4-dimethylaminomethyl-2-pyridylmethylthio)ethylamino]-5-(5,6-dimethyl-3-pyridylmethyl)-4-pyrimidone). Yield: 40.7%. As a reaction SMILES: [CH3:1][N:2]([CH2:4][C:5]1[CH:10]=[CH:9][N:8]=[C:7]([CH2:11][S:12][CH2:13][CH2:14][NH2:15])[CH:6]=1)[CH3:3].[N+](N[C:20]1[NH:25][C:24](=[O:26])[C:23]([CH2:27][C:28]2[CH:29]=[N:30][C:31]([CH3:35])=[C:32]([CH3:34])[CH:33]=2)=[CH:22][N:21]=1)([O-])=O>N1C=CC=CC=1>[CH3:3][N:2]([CH2:4][C:5]1[CH:10]=[CH:9][N:8]=[C:7]([CH2:11][S:12][CH2:13][CH2:14][NH:15][C:20]2[NH:25][C:24](=[O:26])[C:23]([CH2:27][C:28]3[CH:29]=[N:30][C:31]([CH3:35])=[C:32]([CH3:34])[CH:33]=3)=[CH:22][N:21]=2)[CH:6]=1)[CH3:1]. Procedure: A mixture of 2-(4-dimethylaminomethyl-2-pyridylmethylthio)ethylamine (1 g) and 2-nitroamino-5-(5,6-dimethyl-3-pyridylmethyl)-4-pyrimidone (1.11 g) in pyridine (3 ml) was heated under reflux for 5 hours and evaporated to dryness in vacuo. The residue was purified by chromatography on silica gel eluted with 20% methanol/chloroform followed by recrystallisation from acetonitrile/water 1:1 to give 2-[2-(4-dimethylaminomethyl-2-pyridylmethylthio)ethylamino]-5-(5,6-dimethyl-3-pyridylmethyl)-4-pyrimido... Starting materials: O (water), OC=1C=C(C(=O)OCCCl)C=CC1 (2-chloroethyl 3-hydroxybenzoate), [Si](C)(C)(C(C)(C)C)Cl (t-butyldimethylsilyl chloride), N1C=NC=C1 (imidazole). Run in CN(C)C=O (DMF). Yields the product [Si](C)(C)(C(C)(C)C)OC=1C=C(C(=O)OCCCl)C=CC1 (2-chloroethyl 3-t-butyldimethylsilyloxybenzoate). Reaction SMILES: [OH:1][C:2]1[CH:3]=[C:4]([CH:11]=[CH:12][CH:13]=1)[C:5]([O:7][CH2:8][CH2:9][Cl:10])=[O:6].[Si:14](Cl)([C:17]([CH3:20])([CH3:19])[CH3:18])([CH3:16])[CH3:15].N1C=CN=C1.O>CN(C=O)C>[Si:14]([O:1][C:2]1[CH:3]=[C:4]([CH:11]=[CH:12][CH:13]=1)[C:5]([O:7][CH2:8][CH2:9][Cl:10])=[O:6])([C:17]([CH3:20])([CH3:19])[CH3:18])([CH3:16])[CH3:15]. Procedure details: A solution of 10 g (50 mmol) the ester from step (a), t-butyldimethylsilyl chloride (8.25 g, 55 mmol) and imidazole (4.76 g, 70 mmol) in 100 mL of DMF was stirred under argon for 1 h. The solution was poured into 100 mL of water and extracted with ether (3×50 mL). The combined ether solutions were extracted with 20 mL of water. The organic layer was dried and evaporated giving 18 g of an oil which was purified by column chromatography using 0-2% ethyl acetate in hexane yielding 14.4 g of the pro... Starting materials: [OH-].[K+] (potassium hydroxide), CC=1C(=C(C=C(C1)CN1CCC2(CN(C(O2)=O)C2=CC=C(C(=O)OC)C=C2)CC1)C)C1=CC=C(C=C1)F (methyl 4-{8-[(2,6-dimethyl-4′-fluorobiphen-4-yl)methyl]-2-oxo-1-oxa-3,8-diazaspiro[4.5]dec-3-yl}benzoate), C(C)(=O)O (acetic acid). The solvent is C(C)O (ethanol). Reaction conditions: time 24 hour. The product is CC=1C(=C(C=C(C1)CN1CCC2(CN(C(O2)=O)C2=CC=C(C(=O)O)C=C2)CC1)C)C1=CC=C(C=C1)F (4-{8-[(2,6-dimethyl-4′-fluorobiphen-4-yl)methyl]-2-oxo-1-oxa-3,8-diazaspiro[4.5]dec-3-yl}benzoic acid). The yield is 17.0%. As a reaction SMILES: [CH3:1][C:2]1[C:3]([C:31]2[CH:36]=[CH:35][C:34]([F:37])=[CH:33][CH:32]=2)=[C:4]([CH3:30])[CH:5]=[C:6]([CH2:8][N:9]2[CH2:29][CH2:28][C:12]3([O:16][C:15](=[O:17])[N:14]([C:18]4[CH:27]=[CH:26][C:21]([C:22]([O:24]C)=[O:23])=[CH:20][CH:19]=4)[CH2:13]3)[CH2:11][CH2:10]2)[CH:7]=1.[OH-].[K+].C(O)(=O)C>C(O)C>[CH3:1][C:2]1[C:3]([C:31]2[CH:36]=[CH:35][C:34]([F:37])=[CH:33][CH:32]=2)=[C:4]([CH3:30])[CH:5]=[C:6]([CH2:8][N:9]2[CH2:29][CH2:28][C:12]3([O:16][C:15](=[O:17])[N:14]([C:18]4[CH:27]=[CH:26][C:21]([C:22]([OH:24])=[O:23])=[CH:20][CH:19]=4)[CH2:13]3)[CH2:11][CH2:10]2)[CH:7]=1 |f:1.2|. Procedure: To a mixture of half of the crude methyl 4-{8-[(4′-fluoro-2,6-dimethylbiphen-4-yl)methyl]-2-oxo-1-oxa-3,8-diazaspiro[4.5]dec-3-yl}benzoate from Step 3 (˜0.065 mmol) in ethanol (1 mL) was added excess aqueous potassium hydroxide and the reaction was stirred at room temperature for 24 hours. The mixture was then acidified with acetic acid and the title product (5.4 mg) was isolated by mass directed reverse phase (C18) chromatography (0.1% ammonium hydroxide) and evaporation of the product fraction... The reactants are CC(C)(C)OC(=O)Nc1cccc(CO)c1, BrC(Br)(Br)Br, CC#N, C1CCOC1, c1ccc(P(c2ccccc2)c2ccccc2)cc1. Product: CC(C)(C)OC(=O)Nc1cccc(CBr)c1. Reaction SMILES: [C:1]([CH3:2])([CH3:3])([CH3:4])[O:5][C:6]([NH:7][c:8]1[cH:9][c:10]([CH2:14][OH:15])[cH:11][cH:12][cH:13]1)=[O:16].[C:36]([Br:37])([Br:38])([Br:39])[Br:40].[CH3:46][C:47]#[N:48].[O:41]1[CH2:42][CH2:43][CH2:44][CH2:45]1.[c:17]1([P:18]([c:19]2[cH:20][cH:21][cH:22][cH:23][cH:24]2)[c:25]2[cH:26][cH:27][cH:28][cH:29][cH:30]2)[cH:31][cH:32][cH:33][cH:34][cH:35]1>>[C:1]([CH3:2])([CH3:3])([CH3:4])[O:5][C:6]([NH:7][c:8]1[cH:9][c:10]([CH2:14][Br:37])[cH:11][cH:12][cH:13]1)=[O:16]. Reactants: CO, COC(=O)Cc1ccc(C#Cc2ccc(C(=O)OC(C)C)c(CN(C)C3CC3)c2)cc1, [Li+], C1CCOC1, [OH-], O, O. The product is CC(C)OC(=O)c1ccc(C#Cc2ccc(CC(=O)O)cc2)cc1CN(C)C1CC1. Reaction SMILES: [CH3:41][OH:42].[CH:1]([CH3:2])([CH3:3])[O:4][C:5]([c:6]1[c:7]([CH2:25][N:26]([CH3:27])[CH:28]2[CH2:29][CH2:30]2)[cH:8][c:9]([C:12]#[C:13][c:14]2[cH:15][cH:16][c:17]([CH2:20][C:21](=[O:22])[O:23][CH3:24])[cH:18][cH:19]2)[cH:10][cH:11]1)=[O:31].[Li+:40].[O:32]1[CH2:33][CH2:34][CH2:35][CH2:36]1.[OH-:39].[OH2:37].[OH2:38]>>[CH:1]([CH3:2])([CH3:3])[O:4][C:5]([c:6]1[c:7]([CH2:25][N:26]([CH3:27])[CH:28]2[CH2:29][CH2:30]2)[cH:8][c:9]([C:12]#[C:13][c:14]2[cH:15][cH:16][c:17]([CH2:20][C:21](=[O:22])[OH:23])[cH:18][cH:19]2)[cH:10][cH:11]1)=[O:31]. Starting materials: NN (hydrazine), C1(CCCCC1)NC(=O)NCCCCN1C(=NC=2C=3N(C(=C(C21)C)C)N=NN3)CON3C(C2=CC=CC=C2C3=O)=O (N-cyclohexyl-N′-[4-(8-{[(1,3-dioxo-1,3-dihydro-2H-isoindol-2-yl)oxy]methyl}-5,6-dimethyl-7H-imidazo[4,5-c]tetraazolo[1,5-a]pyridin-7-yl)butyl]urea), ClCCl (dichloromethane). Run in C(C)O (ethanol), C(C)O (ethanol). Reaction conditions: time 2 hour. The product is C1(CCCCC1)NC(=O)NCCCCN1C(=NC=2C=3N(C(=C(C21)C)C)N=NN3)CON=C(C)C (N-cyclohexyl-N′-{4-[5,6-dimethyl-8-({[(1-methylethylidene)amino]oxy}methyl)-7H-imidazo[4,5-c]tetraazolo[1,5-a]pyridin-7-yl]butyl}urea). Reaction SMILES: NN.[CH:3]1([NH:9][C:10]([NH:12][CH2:13][CH2:14][CH2:15][CH2:16][N:17]2[C:25]3[C:24]([CH3:26])=[C:23]([CH3:27])[N:22]4[N:28]=[N:29][N:30]=[C:21]4[C:20]=3[N:19]=[C:18]2[CH2:31][O:32][N:33]2C(=O)C3[C:35](=CC=CC=3)[C:34]2=O)=[O:11])[CH2:8][CH2:7][CH2:6][CH2:5][CH2:4]1.Cl[CH2:45]Cl>C(O)C>[CH:3]1([NH:9][C:10]([NH:12][CH2:13][CH2:14][CH2:15][CH2:16][N:17]2[C:25]3[C:24]([CH3:26])=[C:23]([CH3:27])[N:22]4[N:28]=[N:29][N:30]=[C:21]4[C:20]=3[N:19]=[C:18]2[CH2:31][O:32][N:33]=[C:34]([CH3:45])[CH3:35])=[O:11])[CH2:4][CH2:5][CH2:6][CH2:7][CH2:8]1. Procedure: Anhydrous hydrazine (0.50 mL, 16.1 mmol) was added to a stirred suspension of N-cyclohexyl-N′-[4-(8-{[(1,3-dioxo-1,3-dihydro-2H-isoindol-2-yl)oxy]methyl}-5,6-dimethyl-7H-imidazo[4,5-c]tetraazolo[1,5-a]pyridin-7-yl)butyl]urea (3.00 g, 5.36 mmol) in ethanol (36 mL). Over the next hour, dichloromethane (40 mL) and ethanol (20 mL) were added to prevent the reaction from solidifying. After one more hour, the solvent was removed under reduced pressure, then acetone (27 mL) and methanol (27 mL) were ad... The reactants are C1(=C(C=CC=C1)N)N (phenylenediamine), C(C)#N (acetonitrile). The product is C(CCCCCCC)NC1=C(C=CC=C1)N (N-octyl-o-phenylenediamine). As a reaction SMILES: [C:1]1([NH2:8])[CH:6]=[CH:5][CH:4]=[CH:3][C:2]=1[NH2:7].[C:9](#N)[CH3:10]>>[CH2:5]([NH:7][C:2]1[CH:3]=[CH:4][CH:5]=[CH:6][C:1]=1[NH2:8])[CH2:6][CH2:1][CH2:2][CH2:3][CH2:4][CH2:9][CH3:10]. Reported procedure: Into 500 ml of acetonitrile was suspended 50.9 g (0.1 mol) of the phenylenediamine derivative obtained in the foregoing process (2) in an atmosphere of nitrogen. The suspension was cooled with ice to 5° C. or lower where it was then kept. To the suspension was then added 55.8 ml (0.4 mol) of triethylamine. To the reaction mixture was then added dropwise 11.5 g (0.1 mol) of thiophosgene while the temperature of the reaction system was being controlled to lower than 10° C. After completion of the ... Reactants: [BH3-]C#N, CNC1CCN(Cc2ccccc2)CC1, CO, O=CC1CC1, Cl, [Na+]. Yields the product CN(CC1CC1)C1CCN(Cc2ccccc2)CC1. As a reaction SMILES: [C:21]([BH3-:22])#[N:23].[CH2:1]([c:2]1[cH:3][cH:4][cH:5][cH:6][cH:7]1)[N:8]1[CH2:9][CH2:10][CH:11]([NH:14][CH3:15])[CH2:12][CH2:13]1.[CH3:26][OH:27].[CH:16]1([CH:19]=[O:20])[CH2:17][CH2:18]1.[ClH:25].[Na+:24]>>[CH2:1]([c:2]1[cH:3][cH:4][cH:5][cH:6][cH:7]1)[N:8]1[CH2:9][CH2:10][CH:11]([N:14]([CH3:15])[CH2:19][CH:16]2[CH2:17][CH2:18]2)[CH2:12][CH2:13]1.